From a dataset of the Open Reaction Database (ORD), a public repository of structured organic reaction records. describe an organic reaction: reactants, conditions, products, and yield Reactants: [N+](=O)([O-])C=1C=C2C(=CNC2=CC1)C1=CCN(CC1)C(=O)OC(C)(C)C (tert-butyl 4-(5-nitro-1H-indol-3-yl)-5,6-dihydropyridine-1(2H)-carboxylate), [Cl-].[NH4+] (ammonium chloride). The reagents and catalysts are [Fe] (iron (0)). Run at temperature 70 celsius. Yields the product NC=1C=C2C(=CNC2=CC1)C1=CCN(CC1)C(=O)OC(C)(C)C (tert-butyl 4-(5-amino-1H-indol-3-yl)-5,6-dihydropyridine-1(2H)-carboxylate). Reaction SMILES: [N+:1]([C:4]1[CH:5]=[C:6]2[C:10](=[CH:11][CH:12]=1)[NH:9][CH:8]=[C:7]2[C:13]1[CH2:18][CH2:17][N:16]([C:19]([O:21][C:22]([CH3:25])([CH3:24])[CH3:23])=[O:20])[CH2:15][CH:14]=1)([O-])=O.[Cl-].[NH4+]>[Fe]>[NH2:1][C:4]1[CH:5]=[C:6]2[C:10](=[CH:11][CH:12]=1)[NH:9][CH:8]=[C:7]2[C:13]1[CH2:18][CH2:17][N:16]([C:19]([O:21][C:22]([CH3:25])([CH3:24])[CH3:23])=[O:20])[CH2:15][CH:14]=1 |f:1.2|. Procedure details: To a solution of 7.4 mL dioxane, 5.5 mL ethanol and 3.7 mL distilled water was added tert-butyl 4-(5-nitro-1H-indol-3-yl)-5,6-dihydropyridine-1(2H)-carboxylate (184 mg, 0.54 mmol). To the mixture was added powdered iron (0) (0.15 g, 5.0 eq) and ammonium chloride (0.885 g, 4.0 eq). The reaction was heated to 70° C. under argon for 3 h. The reaction was cooled and filtered and washed with MeOH. The solvent was removed to obtain the crude which was purified by silica gel chromatography to afford th... Reactants: NOCc1ccccc1, ClCCl, CCN=C=NCCCN(C)C, CCN(C(C)C)C(C)C, Cl, Cl, O, COc1ccc(S(=O)(=O)CC(O)(CS(=O)(=O)c2ccc(-c3ccccc3)cc2)C(=O)O)cc1, On1nnc2ccccc21. Yields the product COc1ccc(S(=O)(=O)CC(O)(CS(=O)(=O)c2ccc(-c3ccccc3)cc2)C(=O)NOCc2ccccc2)cc1. Reaction SMILES: [CH2:46]([c:47]1[cH:48][cH:49][cH:50][cH:51][cH:52]1)[O:53][NH2:54].[CH2:76]([Cl:77])[Cl:78].[CH3:65][N:66]([CH3:67])[CH2:68][CH2:69][CH2:70][N:71]=[C:72]=[N:73][CH2:74][CH3:75].[CH:55]([N:56]([CH:57]([CH3:58])[CH3:59])[CH2:60][CH3:61])([CH3:62])[CH3:63].[ClH:45].[ClH:64].[OH2:34].[OH:1][C:2]([C:3](=[O:4])[OH:5])([CH2:6][S:7](=[O:8])(=[O:9])[c:10]1[cH:11][cH:12][c:13](-[c:16]2[cH:17][cH:18][cH:19][cH:20][cH:21]2)[cH:14][cH:15]1)[CH2:22][S:23](=[O:24])(=[O:25])[c:26]1[cH:27][cH:28][c:29]([O:32][CH3:33])[cH:30][cH:31]1.[OH:35][n:36]1[c:37]2[cH:38][cH:39][cH:40][cH:41][c:42]2[n:43][n:44]1>>[OH:1][C:2]([C:3](=[O:4])[NH:54][O:53][CH2:46][c:47]1[cH:48][cH:49][cH:50][cH:51][cH:52]1)([CH2:6][S:7](=[O:8])(=[O:9])[c:10]1[cH:11][cH:12][c:13](-[c:16]2[cH:17][cH:18][cH:19][cH:20][cH:21]2)[cH:14][cH:15]1)[CH2:22][S:23](=[O:24])(=[O:25])[c:26]1[cH:27][cH:28][c:29]([O:32][CH3:33])[cH:30][cH:31]1. The reactants are C#Cc1cc(CNC(=O)OC(C)(C)C)c(Cl)cc1NS(C)(=O)=O, ClCCl, O=C(O)C(F)(F)F. Yields the product C#Cc1cc(CN)c(Cl)cc1NS(C)(=O)=O. Reaction SMILES: [C:1]([O:2][C:3](=[O:4])[NH:7][CH2:8][c:9]1[c:10]([Cl:22])[cH:11][c:12]([NH:17][S:18](=[O:19])(=[O:20])[CH3:21])[c:13]([C:15]#[CH:16])[cH:14]1)([CH3:5])([CH3:6])[CH3:23].[CH2:31]([Cl:32])[Cl:33].[F:24][C:25]([F:26])([F:27])[C:28]([OH:29])=[O:30]>>[NH2:7][CH2:8][c:9]1[c:10]([Cl:22])[cH:11][c:12]([NH:17][S:18](=[O:19])(=[O:20])[CH3:21])[c:13]([C:15]#[CH:16])[cH:14]1. Product: NNC(CCN(C)C)=O (N-Amino-3-(dimethylamino)propanamide). Reported procedure: To a solution of methyl 3-(dimethylamino)propanoate (1.0 g, 7.62 mmol) in 1 mL of anhydrous ethanol was added anhydrous hydrazine (0.370 mL, 7.62 mmol). The solution was heated to reflux temperature overnight. The solvent was then removed under reduced pressure. (quantitative yield): 1H NMR (CDCl3) δ 9.49 (br s, 1H), 3.88 (br s, 2H), 2.53–2.52 (m, 2H), 2.44–2.36 (m, 2H), 2.24 (s, 6H); ES-MS (m/z) 132 [M+H]+. Reactants: CN(CCC(=O)OC)C (methyl 3-(dimethylamino)propanoate), NN (hydrazine). As a reaction SMILES: [CH3:1][N:2]([CH3:9])[CH2:3][CH2:4][C:5](OC)=[O:6].[NH2:10][NH2:11]>C(O)C>[NH2:10][NH:11][C:5](=[O:6])[CH2:4][CH2:3][N:2]([CH3:9])[CH3:1]. Solvent: C(C)O (ethanol).